Task: describe an organic reaction: reactants, conditions, products, and yield. Dataset: the Open Reaction Database (ORD), a public repository of structured organic reaction records Reactants: COC(=O)COC(=O)c1ccc(NC(=O)COCc2ccccc2)cc1, CO, [H][H]. Yields the product COC(=O)COC(=O)c1ccc(NC(=O)CO)cc1. As a reaction SMILES: [CH3:1][O:2][C:3](=[O:4])[CH2:5][O:6][C:7]([c:8]1[cH:9][cH:10][c:11]([NH:14][C:15]([CH2:16][O:17][CH2:18][c:19]2[cH:20][cH:21][cH:22][cH:23][cH:24]2)=[O:25])[cH:12][cH:13]1)=[O:26].[CH3:29][OH:30].[H:27][H:28]>>[CH3:1][O:2][C:3](=[O:4])[CH2:5][O:6][C:7]([c:8]1[cH:9][cH:10][c:11]([NH:14][C:15]([CH2:16][OH:17])=[O:25])[cH:12][cH:13]1)=[O:26]. Starting materials: CCOC(=O)C(O)Cc1ccc(OCc2ccccc2)cc1, CCCCBr, [H-], [Na+], CN(C)C=O, O. The product is CCCCOC(Cc1ccc(OCc2ccccc2)cc1)C(=O)OCC. RXN SMILES: [CH2:1]([c:2]1[cH:3][cH:4][cH:5][cH:6][cH:7]1)[O:8][c:9]1[cH:10][cH:11][c:12]([CH2:15][CH:16]([C:17](=[O:18])[O:19][CH2:20][CH3:21])[OH:22])[cH:13][cH:14]1.[CH2:25]([CH2:26][CH2:27][CH3:28])[Br:29].[H-:23].[Na+:24].[O:31]=[CH:32][N:33]([CH3:34])[CH3:35].[OH2:30]>>[CH2:1]([c:2]1[cH:3][cH:4][cH:5][cH:6][cH:7]1)[O:8][c:9]1[cH:10][cH:11][c:12]([CH2:15][CH:16]([C:17](=[O:18])[O:19][CH2:20][CH3:21])[O:22][CH2:25][CH2:26][CH2:27][CH3:28])[cH:13][cH:14]1. Procedure details: This compound was prepared from intermediate 228 and thionyl chloride according to the procedure used in Example 171. Received 8.36 g (91%) The reactants are OC(CC(C)C)C1=CC=C(C=C1)C1=NC=C2C=3N1CCC3NC(C=C2)=O (1-[4-(1-Hydroxy-3-methyl-butyl)-phenyl]-8,9-dihydro-7H-2,7,9a-triaza-benzo[cd]azulen-6-one), S(=O)(Cl)Cl (thionyl chloride). RXN SMILES: O[CH:2]([C:7]1[CH:12]=[CH:11][C:10]([C:13]2[N:18]3[CH2:19][CH2:20][C:21]4[NH:22][C:23](=[O:26])[CH:24]=[CH:25][C:16]([C:17]=43)=[CH:15][N:14]=2)=[CH:9][CH:8]=1)[CH2:3][CH:4]([CH3:6])[CH3:5].S(Cl)([Cl:29])=O>>[Cl:29][CH:2]([C:7]1[CH:12]=[CH:11][C:10]([C:13]2[N:18]3[CH2:19][CH2:20][C:21]4[NH:22][C:23](=[O:26])[CH:24]=[CH:25][C:16]([C:17]=43)=[CH:15][N:14]=2)=[CH:9][CH:8]=1)[CH2:3][CH:4]([CH3:6])[CH3:5]. Product: ClC(CC(C)C)C1=CC=C(C=C1)C1=NC=C2C=3N1CCC3NC(C=C2)=O (1-[4-(1-Chloro-3-methyl-butyl)-phenyl]-8,9-dihydro-7H-2,7,9a-triaza-benzo[cd]azulen-6-one).